Dataset: the Open Reaction Database (ORD), a public repository of structured organic reaction records. Task: describe an organic reaction: reactants, conditions, products, and yield Starting materials: CN(CCCN1C(=CC2=CC(=CC=C12)[N+](=O)[O-])C1=CC=CC=C1)C (1-(3'-dimethylamino-propyl)-2-phenyl-5-nitro-indole), O.NN (hydrazine hydrate). Reagents/catalysts: [Ni] (Raney Nickel). The solvent is C(C)O (ethanol). The product is CN(CCCN1C(=CC2=CC(=CC=C12)N)C1=CC=CC=C1)C (1-(3'-dimethylamino-propyl)-2-phenyl-5-amino-indole). As a reaction SMILES: [CH3:1][N:2]([CH3:24])[CH2:3][CH2:4][CH2:5][N:6]1[C:14]2[C:9](=[CH:10][C:11]([N+:15]([O-])=O)=[CH:12][CH:13]=2)[CH:8]=[C:7]1[C:18]1[CH:23]=[CH:22][CH:21]=[CH:20][CH:19]=1.O.NN>[Ni].C(O)C>[CH3:24][N:2]([CH3:1])[CH2:3][CH2:4][CH2:5][N:6]1[C:14]2[C:9](=[CH:10][C:11]([NH2:15])=[CH:12][CH:13]=2)[CH:8]=[C:7]1[C:18]1[CH:23]=[CH:22][CH:21]=[CH:20][CH:19]=1 |f:1.2|. Procedure: While stirring, 32.3 g (0.1 mol) of 1-(3'-dimethylamino-propyl)-2-phenyl-5-nitro-indole, prepared as in Example 1, was mixed with 15 g (0.3 mol) of hydrazine hydrate, 300 ml of pure absolute ethanol and a small quantity of Raney Nickel. Reactants: ClC1=CC(=NC(=N1)SC)C=1C=NN2C1N=CC=C2 (3-(6-chloro-2-(methylthio)pyrimidin-4-yl)pyrazolo[1,5-a]pyrimidine), FC1=C(C=CC(=C1)F)[C@H](C)N ((S)-1-(2,4-difluoro-phenyl)ethanamine). The solvent is CN1CCCC1=O (NMP). Product: FC1=C(C=CC(=C1)F)[C@H](C)NC1=NC(=NC(=C1)C=1C=NN2C1N=CC=C2)SC ((S)—N-(1-(2,4-difluorophenyl)ethyl)-2-(methylthio)-6-(pyrazolo[1,5-a]pyrimidin-3-yl)pyrimidin-4-amine). Yield: 58.6%. RXN SMILES: Cl[C:2]1[N:7]=[C:6]([S:8][CH3:9])[N:5]=[C:4]([C:10]2[CH:11]=[N:12][N:13]3[CH:18]=[CH:17][CH:16]=[N:15][C:14]=23)[CH:3]=1.[F:19][C:20]1[CH:25]=[C:24]([F:26])[CH:23]=[CH:22][C:21]=1[C@@H:27]([NH2:29])[CH3:28]>CN1C(=O)CCC1>[F:19][C:20]1[CH:25]=[C:24]([F:26])[CH:23]=[CH:22][C:21]=1[C@@H:27]([NH:29][C:2]1[CH:3]=[C:4]([C:10]2[CH:11]=[N:12][N:13]3[CH:18]=[CH:17][CH:16]=[N:15][C:14]=23)[N:5]=[C:6]([S:8][CH3:9])[N:7]=1)[CH3:28]. Reported procedure: A 7 ml NMP solution of 3-(6-chloro-2-(methylthio)pyrimidin-4-yl)pyrazolo[1,5-a]pyrimidine (7h, 1.30 g) and (S)-1-(2,4-difluoro-phenyl)ethanamine (1.47 g) was heated in a microwave reactor at 220° C. for 20 min. LC/MS indicated the major peak was the desired product. The reaction mixture was partitioned between ethyl acetate and sat. NH4OAc. The organic phase was dried with MgSO4, filtered and the solvent was removed under reduced pressure. The product was purified by chromatography (SiO2, EtOAc-... The reactants are N1CCCCC1 (piperidine), NCC1=CN(C2=CC(=CC=C2C1=O)Cl)C1=CC=CC=C1 (3-(aminomethyl)-7-chloro-1-phenylquinolin-4(1H)-one), NCC1=CN(C2=CC(=CC=C2C1=O)Cl)C1=CC=CC=C1 (3-(aminomethyl)-7-chloro-1-phenylquinolin-4(1H)-one), C(C)(C)N(C(C)C)CC (N,N-diisopropylethylamine), ClC1=NC=NC(=C1)Cl (4,6-dichloropyrimidine). Run in CN1CCCC1=O (NMP). Reaction conditions: temperature 120 celsius, time 1.5 hour. Product: ClC1=CC=C2C(C(=CN(C2=C1)C1=CC=CC=C1)CNC1=NC=NC(=C1)N1CCCCC1)=O (7-chloro-1-phenyl-3-[(6-piperidin-1-yl-pyrimidin-4-ylamino)-methyl]-1H-quinolin-4-one). Yield: 53.4%. As a reaction SMILES: [NH2:1][CH2:2][C:3]1[C:12](=[O:13])[C:11]2[C:6](=[CH:7][C:8]([Cl:14])=[CH:9][CH:10]=2)[N:5]([C:15]2[CH:20]=[CH:19][CH:18]=[CH:17][CH:16]=2)[CH:4]=1.C(N(CC)C(C)C)(C)C.Cl[C:31]1[CH:36]=[C:35](Cl)[N:34]=[CH:33][N:32]=1.[NH:38]1[CH2:43][CH2:42][CH2:41][CH2:40][CH2:39]1>CN1C(=O)CCC1>[Cl:14][C:8]1[CH:7]=[C:6]2[C:11]([C:12](=[O:13])[C:3]([CH2:2][NH:1][C:31]3[CH:36]=[C:35]([N:38]4[CH2:43][CH2:42][CH2:41][CH2:40][CH2:39]4)[N:34]=[CH:33][N:32]=3)=[CH:4][N:5]2[C:15]2[CH:16]=[CH:17][CH:18]=[CH:19][CH:20]=2)=[CH:10][CH:9]=1. Reported procedure: To a stirred solution of 3-(aminomethyl)-7-chloro-1-phenylquinolin-4(1H)-one (intermediate D) (30 mg, 0.105 mmol) and N,N-diisopropylethylamine (40.9 mg, 55.2 μL, 0.316 mmol) in NMP (500 μL) was added 4,6-dichloropyrimidine (15.7 mg, 0.105 mmol). The mixture was warmed to 120° C. in a sealed microwave tube. After 1.5 hr, piperidine (35.9 mg, 41.7 μL, 0.421 mmol) was added and heating at 120° C. continued for 9 hr. The reaction mixture was cooled to room temperature. The crude product was purifie...